This data is from the Open Reaction Database (ORD), a public repository of structured organic reaction records. The task is: describe an organic reaction: reactants, conditions, products, and yield Starting materials: CN(C)CC(=O)Cl, CN1CCCC1=O, Cl, Nc1cn2nc(I)ccc2n1, [Na+], [OH-]. The product is CN(C)CC(=O)Nc1cn2nc(I)ccc2n1. Reaction SMILES: [CH3:13][N:14]([CH3:15])[CH2:16][C:17](=[O:18])[Cl:19].[CH3:20][N:21]1[CH2:22][CH2:23][CH2:24][C:25]1=[O:26].[ClH:12].[I:1][c:2]1[cH:3][cH:4][c:5]2[n:6]([n:7]1)[cH:8][c:9]([NH2:11])[n:10]2.[Na+:28].[OH-:27]>>[I:1][c:2]1[cH:3][cH:4][c:5]2[n:6]([n:7]1)[cH:8][c:9]([NH:11][C:17]([CH2:16][N:14]([CH3:13])[CH3:15])=[O:18])[n:10]2. Reactants: C(C1=CC=CC=C1)OC(=O)NC(C(=O)OC)C(C(F)(F)F)O (methyl 2-(N-benzyloxycarbonylamino)3-hydroxy-4,4,4-trifluorobutyrate), O1CCCC=C1 (dihydropyran), C1(=CC=C(C=C1)S(=O)(=O)[O-])C.[NH+]1=CC=CC=C1 (pyridinium p-toluenesulfonate). Run in C(Cl)Cl (methylene chloride). Reaction conditions: time 2 hour. The product is C(C1=CC=CC=C1)OC(=O)NC(C(=O)O)C(C(F)(F)F)OC1OCCCC1 (2-(N-benzyloxycarbonylamino)-3-(2-tetrahydropyranyloxy)- 4,4,4,-trifluorobutyric acid). Reaction SMILES: [CH2:1]([O:8][C:9]([NH:11][CH:12]([CH:17]([OH:22])[C:18]([F:21])([F:20])[F:19])[C:13]([O:15]C)=[O:14])=[O:10])[C:2]1[CH:7]=[CH:6][CH:5]=[CH:4][CH:3]=1.[O:23]1[CH:28]=[CH:27][CH2:26][CH2:25][CH2:24]1.C1(C)C=CC(S([O-])(=O)=O)=CC=1.[NH+]1C=CC=CC=1>C(Cl)Cl>[CH2:1]([O:8][C:9]([NH:11][CH:12]([CH:17]([O:22][CH:24]1[CH2:25][CH2:26][CH2:27][CH2:28][O:23]1)[C:18]([F:21])([F:20])[F:19])[C:13]([OH:15])=[O:14])=[O:10])[C:2]1[CH:7]=[CH:6][CH:5]=[CH:4][CH:3]=1 |f:2.3|. Procedure: To a solution of methyl 2-(N-benzyloxycarbonylamino)3-hydroxy-4,4,4-trifluorobutyrate (3.3 g) in methylene chloride (33 ml) was added dihydropyran (1.1 ml) and pyridinium p-toluenesulfonate (251 mg) at room temperature. After stirring for 2 hours at room temperature, the solvent was distilled off and the residue was diluted with ethyl acetate, washed successively with aqueous sodium hydrogen carbonate and brine. After drying over sodium sulfate, the ethyl acetate was evaporated and the residue w... Reactants: O=C(CN1CCN(CC1)C(=O)OC(C)(C)C)C1=NC=CC=C1 (tert-butyl 4-(2-oxo-2-(pyridin-2-yl)ethyl)piperazine-1-carboxylate), COC(N(C)C)OC (N,N-dimethylformamide dimethyl acetal), NN (hydrazine). Product: N1=C(C=CC=C1)C1=NNC=C1N1CCN(CC1)C(=O)OC(C)(C)C (tert-butyl 4-(3-(pyridin-2-yl)-1H-pyrazol-4-yl)piperazine-1-carboxylate). Yield: 38.1%. Reaction SMILES: O=[C:2]([C:17]1[CH:22]=[CH:21][CH:20]=[CH:19][N:18]=1)[CH2:3][N:4]1[CH2:9][CH2:8][N:7]([C:10]([O:12][C:13]([CH3:16])([CH3:15])[CH3:14])=[O:11])[CH2:6][CH2:5]1.COC(OC)[N:26]([CH3:28])C.[NH2:31]N>>[N:18]1[CH:19]=[CH:20][CH:21]=[CH:22][C:17]=1[C:2]1[C:3]([N:4]2[CH2:9][CH2:8][N:7]([C:10]([O:12][C:13]([CH3:16])([CH3:15])[CH3:14])=[O:11])[CH2:6][CH2:5]2)=[CH:28][NH:26][N:31]=1. Reported procedure: Part B: A solution of tert-butyl 4-(2-oxo-2-(pyridin-2-yl)ethyl)piperazine-1-carboxylate (1.46 g, 4.78 mmol) and N,N-dimethylformamide dimethyl acetal (10.00 mL, 75 mmol) was heated at reflux for 5 h. After cooling to room temperature the mixture was concentrated under vacuum. The residue was dissolved in 20 mL of ethanol. To this solution was added anhydrous hydrazine (1.50 mL, 47.8 mmol), and the mixture was heated at reflux for 2 h. After cooling to room temperature the reaction mixture was c... Reactants: CON=C(C(=O)NC1C(=O)N2C(C(=O)OC(c3ccccc3)c3ccccc3)=C(OS(=O)(=O)C(F)(F)F)CCC12)c1nc(N)sc1Cl, CN(CCSCc1ncccc1S)C(=O)OC(C)(C)C. Yields the product CON=C(C(=O)NC1C(=O)N2C(C(=O)OC(c3ccccc3)c3ccccc3)=C(Sc3cccnc3CSCCN(C)C(=O)OC(C)(C)C)CCC12)c1nc(N)sc1Cl. Reaction SMILES: [NH2:1][c:2]1[s:3][c:4]([Cl:47])[c:5]([C:7]([C:8](=[O:9])[NH:10][CH:11]2[CH:12]3[CH2:13][CH2:14][C:15]([O:36][S:37]([C:38]([F:39])([F:40])[F:41])(=[O:42])=[O:43])=[C:16]([C:20](=[O:21])[O:22][CH:23]([c:24]4[cH:25][cH:26][cH:27][cH:28][cH:29]4)[c:30]4[cH:31][cH:32][cH:33][cH:34][cH:35]4)[N:17]3[C:18]2=[O:19])=[N:44][O:45][CH3:46])[n:6]1.[SH:48][c:49]1[c:50]([CH2:55][S:56][CH2:57][CH2:58][N:59]([C:60]([O:61][C:62]([CH3:63])([CH3:64])[CH3:65])=[O:66])[CH3:67])[n:51][cH:52][cH:53][cH:54]1>>[NH2:1][c:2]1[s:3][c:4]([Cl:47])[c:5]([C:7]([C:8](=[O:9])[NH:10][CH:11]2[CH:12]3[CH2:13][CH2:14][C:15]([S:48][c:49]4[c:50]([CH2:55][S:56][CH2:57][CH2:58][N:59]([C:60]([O:61][C:62]([CH3:63])([CH3:64])[CH3:65])=[O:66])[CH3:67])[n:51][cH:52][cH:53][cH:54]4)=[C:16]([C:20](=[O:21])[O:22][CH:23]([c:24]4[cH:25][cH:26][cH:27][cH:28][cH:29]4)[c:30]4[cH:31][cH:32][cH:33][cH:34][cH:35]4)[N:17]3[C:18]2=[O:19])=[N:44][O:45][CH3:46])[n:6]1. The reactants are C(C1=CC=CC=C1)OC1=CC(=C(C(=O)OCC)C=C1)CC (ethyl 4-benzyloxy-2-ethylbenzoate). Reagents/catalysts: [C].[Pd] (palladium-carbon). The solvent is C(C)O (ethanol). Run at time 1.2 hour. Yields the product C(C)C1=C(C(=O)OCC)C=CC(=C1)O (Ethyl 2-ethyl-4-hydroxybenzoate). Yield: 51.8%. As a reaction SMILES: C([O:8][C:9]1[CH:19]=[CH:18][C:12]([C:13]([O:15][CH2:16][CH3:17])=[O:14])=[C:11]([CH2:20][CH3:21])[CH:10]=1)C1C=CC=CC=1>C(O)C.[C].[Pd]>[CH2:20]([C:11]1[CH:10]=[C:9]([OH:8])[CH:19]=[CH:18][C:12]=1[C:13]([O:15][CH2:16][CH3:17])=[O:14])[CH3:21] |f:2.3|. Procedure: To a solution of ethyl 4-benzyloxy-2-ethylbenzoate (0.633 g) in ethanol (6.2 mL) was added 10% palladium-carbon (0.227 g), and the mixture was stirred at room temperature for 1.2 hrs under an atmosphere of hydrogen. The catalyst was removed by filtration, and the filtrate was concentrated in vacuo. The residue was purified by silica gel column chromatography (eluent: ethyl acetate/n-hexane=1/8) to afford the title compound (0.224 g). Starting materials: CC(=O)OC(C)C, O=S(=O)(O)Cl, O=S(=O)(c1ccccc1F)C(F)(F)F, O, O=S(Cl)Cl. Yields the product O=S(=O)(Cl)c1ccc(F)c(S(=O)(=O)C(F)(F)F)c1. RXN SMILES: [C:24]([O:25][CH:26]([CH3:27])[CH3:28])(=[O:29])[CH3:30].[Cl:15][S:16](=[O:17])(=[O:18])[OH:19].[F:1][c:2]1[c:3]([S:8](=[O:9])(=[O:10])[C:11]([F:12])([F:13])[F:14])[cH:4][cH:5][cH:6][cH:7]1.[OH2:31].[S:20]([Cl:21])([Cl:22])=[O:23]>>[F:1][c:2]1[c:3]([S:8](=[O:9])(=[O:10])[C:11]([F:12])([F:13])[F:14])[cH:4][c:5]([S:16]([Cl:15])(=[O:17])=[O:18])[cH:6][cH:7]1.